The task is: describe an organic reaction: reactants, conditions, products, and yield. This data is from the Open Reaction Database (ORD), a public repository of structured organic reaction records. Reactants: C=O, CC(=O)O, O=C(NC(=O)c1ccc(F)cc1)NC1CCNCC1, N, O, c1ccc2[nH]ccc2c1. Yields the product O=C(NC(=O)c1ccc(F)cc1)NC1CCN(Cc2c[nH]c3ccccc23)CC1. RXN SMILES: [CH2:1]=[O:2].[CH3:32][C:33](=[O:34])[OH:35].[F:12][c:13]1[cH:14][cH:15][c:16]([C:17](=[O:18])[NH:19][C:20]([NH:21][CH:22]2[CH2:23][CH2:24][NH:25][CH2:26][CH2:27]2)=[O:28])[cH:29][cH:30]1.[NH3:31].[OH2:36].[nH:3]1[cH:4][cH:5][c:6]2[cH:7][cH:8][cH:9][cH:10][c:11]12>>[CH2:1]([c:5]1[cH:4][nH:3][c:11]2[c:6]1[cH:7][cH:8][cH:9][cH:10]2)[N:25]1[CH2:24][CH2:23][CH:22]([NH:21][C:20]([NH:19][C:17]([c:16]2[cH:15][cH:14][c:13]([F:12])[cH:30][cH:29]2)=[O:18])=[O:28])[CH2:27][CH2:26]1.